This data is from the Open Reaction Database (ORD), a public repository of structured organic reaction records. The task is: describe an organic reaction: reactants, conditions, products, and yield Starting materials: CC(C)(C)OC(=O)N1CCC(Nc2ccc(F)c(Cl)c2)C1, Cc1ccccc1, C[Si](C)(C)[N-][Si](C)(C)C, CCOCC, N#Cc1ccc(F)cc1Cl, [Na+], C1CCOC1, O. Product: CC(C)(C)OC(=O)N1CCC(N(c2ccc(F)c(Cl)c2)c2ccc(C#N)c(Cl)c2)C1. RXN SMILES: [C:8]([CH3:9])([CH3:10])([CH3:11])[O:12][C:13](=[O:14])[N:15]1[CH2:16][CH:17]([NH:20][c:21]2[cH:22][c:23]([Cl:28])[c:24]([F:27])[cH:25][cH:26]2)[CH2:18][CH2:19]1.[CH3:1][c:2]1[cH:3][cH:4][cH:5][cH:6][cH:7]1.[CH3:39][Si:40]([N-:41][Si:42]([CH3:43])([CH3:44])[CH3:45])([CH3:46])[CH3:47].[CH3:49][CH2:50][O:51][CH2:52][CH3:53].[Cl:29][c:30]1[c:31]([C:32]#[N:33])[cH:34][cH:35][c:36]([F:38])[cH:37]1.[Na+:48].[O:55]1[CH2:56][CH2:57][CH2:58][CH2:59]1.[OH2:54]>>[C:8]([CH3:9])([CH3:10])([CH3:11])[O:12][C:13](=[O:14])[N:15]1[CH2:16][CH:17]([N:20]([c:21]2[cH:22][c:23]([Cl:28])[c:24]([F:27])[cH:25][cH:26]2)[c:36]2[cH:35][cH:34][c:31]([C:32]#[N:33])[c:30]([Cl:29])[cH:37]2)[CH2:18][CH2:19]1.